From a dataset of the Open Reaction Database (ORD), a public repository of structured organic reaction records. describe an organic reaction: reactants, conditions, products, and yield Product: COC1=CC=C(CN2C(C3=CC=CC=C3C2)=O)C=C1 (2-(4-methoxy-benzyl)-2,3-dihydro-isoindol-1-one). Procedure details: A mixture of 2,3-dihydro-isoindol-1-one (0.133 g, 1 mmol), 1-bromomethyl-4-methoxy-benzene (0.222 g, 1.2 mmol,), Cs2CO3 (0.816 g, 2.5 mmol), and 18-crown-6 (0.026 g, 0.1 mmol) in acetone (5 mL) was stirred at 70° C. for 16 h. Workup and silica gel column chromatography using 30% ethyl acetate in hexane afforded 2-(4-methoxy-benzyl)-2,3-dihydro-isoindol-1-one (0.080 g, 63%). 1H NMR (300 MHz, CDCl3): δ (ppm) 3.80 (s, 3H), 4.24 (s, 2H), 4.76 (s, 2H), 6.88 (d, 2H), 7.25 (d, 2H), 7.36-7.52 (m, 3H), 7... Isolated yield 31.6%. Reactants: C1(NCC2=CC=CC=C12)=O (2,3-dihydro-isoindol-1-one), BrCC1=CC=C(C=C1)OC (1-bromomethyl-4-methoxy-benzene), C(=O)([O-])[O-].[Cs+].[Cs+] (Cs2CO3), C1COCCOCCOCCOCCOCCO1 (18-crown-6). RXN SMILES: [C:1]1(=[O:10])[C:9]2[C:4](=[CH:5][CH:6]=[CH:7][CH:8]=2)[CH2:3][NH:2]1.Br[CH2:12][C:13]1[CH:18]=[CH:17][C:16]([O:19][CH3:20])=[CH:15][CH:14]=1.C([O-])([O-])=O.[Cs+].[Cs+].C1OCCOCCOCCOCCOCCOC1>CC(C)=O.CCCCCC.C(OCC)(=O)C>[CH3:20][O:19][C:16]1[CH:17]=[CH:18][C:13]([CH2:12][N:2]2[CH2:3][C:4]3[C:9](=[CH:8][CH:7]=[CH:6][CH:5]=3)[C:1]2=[O:10])=[CH:14][CH:15]=1 |f:2.3.4|. Solvent: CC(=O)C (acetone), C(C)(=O)OCC (ethyl acetate), CCCCCC (hexane). Conditions: temperature 70 celsius, time 16 hour.